From a dataset of the Open Reaction Database (ORD), a public repository of structured organic reaction records. describe an organic reaction: reactants, conditions, products, and yield Reactants: CC(=O)NN, CC(=O)c1ccc2ncc(Cc3cc4cccnc4cc3F)n2n1. The product is CC(=O)NN=C(C)c1ccc2ncc(Cc3cc4cccnc4cc3F)n2n1. As a reaction SMILES: [C:1]([CH3:2])(=[O:3])[NH:4][NH2:5].[F:6][c:7]1[c:8]([CH2:17][c:18]2[cH:19][n:20][c:21]3[n:22]2[n:23][c:24]([C:27]([CH3:28])=[O:29])[cH:25][cH:26]3)[cH:9][c:10]2[cH:11][cH:12][cH:13][n:14][c:15]2[cH:16]1>>[C:1]([CH3:2])(=[O:3])[NH:4][N:5]=[C:27]([c:24]1[n:23][n:22]2[c:18]([CH2:17][c:8]3[c:7]([F:6])[cH:16][c:15]4[c:10]([cH:9]3)[cH:11][cH:12][cH:13][n:14]4)[cH:19][n:20][c:21]2[cH:26][cH:25]1)[CH3:28]. The reactants are COC(=O)c1ccccc1Br, O=C([O-])[O-], Nc1cc(Cl)c(OCc2ccccc2)c(Cl)c1, Cc1ccccc1, CCOC(C)=O, [Cs+], [Cs+], CC(=O)[O-], CC(=O)[O-], [Pd+2]. The product is COC(=O)c1ccccc1Nc1cc(Cl)c(OCc2ccccc2)c(Cl)c1. Reaction SMILES: [Br:24][c:25]1[c:26]([C:27](=[O:28])[O:29][CH3:30])[cH:31][cH:32][cH:33][cH:34]1.[C:1](=[O:2])([O-:3])[O-:4].[CH2:7]([c:8]1[cH:9][cH:10][cH:11][cH:12][cH:13]1)[O:14][c:15]1[c:16]([Cl:23])[cH:17][c:18]([NH2:19])[cH:20][c:21]1[Cl:22].[CH3:35][c:36]1[cH:37][cH:38][cH:39][cH:40][cH:41]1.[CH3:42][CH2:43][O:44][C:45](=[O:46])[CH3:47].[Cs+:5].[Cs+:6].[O-:49][C:50]([CH3:51])=[O:52].[O-:53][C:54]([CH3:55])=[O:56].[Pd+2:48]>>[CH2:7]([c:8]1[cH:9][cH:10][cH:11][cH:12][cH:13]1)[O:14][c:15]1[c:16]([Cl:23])[cH:17][c:18]([NH:19][c:25]2[c:26]([C:27](=[O:28])[O:29][CH3:30])[cH:31][cH:32][cH:33][cH:34]2)[cH:20][c:21]1[Cl:22].